This data is from the Open Reaction Database (ORD), a public repository of structured organic reaction records. The task is: describe an organic reaction: reactants, conditions, products, and yield The reactants are FC(C(O)C1=NC(=CC=C1)OC1=CC=CC=C1)(F)F (2,2,2-trifluoro-1-(6-phenoxy-2-pyridyl)ethanol), O (water), Cl[O-].[Na+] (sodium hypochlorite). Reagents/catalysts: S(=O)(=O)(O)[O-].C(CCC)[N+](CCCC)(CCCC)CCCC (tetrabutylammonium hydrogen sulfate). Solvent: C(Cl)Cl (methylene chloride). The product is O(C1=CC=CC=C1)C1=CC=CC(=N1)C(C(F)(F)F)=O (6-Phenoxy-2-trifluoroacetylpyridine). As a reaction SMILES: [F:1][C:2]([F:19])([F:18])[CH:3]([C:5]1[CH:10]=[CH:9][CH:8]=[C:7]([O:11][C:12]2[CH:17]=[CH:16][CH:15]=[CH:14][CH:13]=2)[N:6]=1)[OH:4].Cl[O-].[Na+].O>S([O-])(O)(=O)=O.C([N+](CCCC)(CCCC)CCCC)CCC.C(Cl)Cl>[O:11]([C:7]1[N:6]=[C:5]([C:3](=[O:4])[C:2]([F:19])([F:1])[F:18])[CH:10]=[CH:9][CH:8]=1)[C:12]1[CH:13]=[CH:14][CH:15]=[CH:16][CH:17]=1 |f:1.2,4.5|. Procedure: 9.38 g (0.035 mol) of 2,2,2-trifluoro-1-(6-phenoxy-2-pyridyl)ethanol and 0.58 g (0.0017 mol) of tetrabutylammonium hydrogen sulfate are dissolved in 200 ml of methylene chloride at room temperature. 22 ml (0.042 mol) of an approximately 12% strength sodium hypochlorite solution are metered in within 15 minutes with vigorous stirring and the mixture is stirred for a further 4 hours during which the reaction temperature rises to 30° C. The reaction mixture is added to 200 ml of water, the phases a... Reactants: [O-][n+]1cccc(Br)c1, [Na+], [OH-], O, O=[N+]([O-])O, O=S(=O)(O)O. Yields the product O=[N+]([O-])c1cc[n+]([O-])cc1Br. As a reaction SMILES: [Br:5][c:6]1[cH:7][n+:8]([O-:12])[cH:9][cH:10][cH:11]1.[Na+:15].[OH-:14].[OH2:13].[OH:1][N+:2]([O-:3])=[O:4].[S:16](=[O:17])(=[O:18])([OH:19])[OH:20]>>[O-:1][N+:2](=[O:4])[c:11]1[c:6]([Br:5])[cH:7][n+:8]([O-:12])[cH:9][cH:10]1. Reactants: CCCN(CCSc1ccc(OCC(=O)OCC)c(Cl)c1)S(=O)(=O)c1sc2ccc(Cl)cc2c1C, C1CCOC1, CCOC(C)=O, Cl, [Li+], [OH-]. Yields the product CCCN(CCSc1ccc(OCC(=O)O)c(Cl)c1)S(=O)(=O)c1sc2ccc(Cl)cc2c1C. Reaction SMILES: [CH2:1]([CH3:2])[O:3][C:4]([CH2:5][O:6][c:7]1[c:8]([Cl:34])[cH:9][c:10]([S:13][CH2:14][CH2:15][N:16]([CH2:17][CH2:18][CH3:19])[S:20](=[O:21])(=[O:22])[c:23]2[c:24]([CH3:33])[c:25]3[c:26]([s:27]2)[cH:28][cH:29][c:30]([Cl:32])[cH:31]3)[cH:11][cH:12]1)=[O:35].[CH2:39]1[O:40][CH2:41][CH2:42][CH2:43]1.[CH3:44][CH2:45][O:46][C:47]([CH3:48])=[O:49].[ClH:38].[Li+:37].[OH-:36]>>[O:3]=[C:4]([CH2:5][O:6][c:7]1[c:8]([Cl:34])[cH:9][c:10]([S:13][CH2:14][CH2:15][N:16]([CH2:17][CH2:18][CH3:19])[S:20](=[O:21])(=[O:22])[c:23]2[c:24]([CH3:33])[c:25]3[c:26]([s:27]2)[cH:28][cH:29][c:30]([Cl:32])[cH:31]3)[cH:11][cH:12]1)[OH:35]. The reactants are C(#N)C=1C=CC(=C(N)C1)N1CCOCC1 (5-cyano-2-morpholinoaniline), C(=S)(Cl)Cl (thiophosgene). The solvent is O1CCOCC1 (dioxan), O (water). Product: C(#N)C=1C=CC(=C(C1)N=C=S)N1CCOCC1 (5-cyano-2-morpholinophenyl isothiocyanate). Reaction SMILES: [C:1]([C:3]1[CH:4]=[CH:5][C:6]([N:10]2[CH2:15][CH2:14][O:13][CH2:12][CH2:11]2)=[C:7]([CH:9]=1)[NH2:8])#[N:2].[C:16](Cl)(Cl)=[S:17]>O1CCOCC1.O>[C:1]([C:3]1[CH:4]=[CH:5][C:6]([N:10]2[CH2:15][CH2:14][O:13][CH2:12][CH2:11]2)=[C:7]([N:8]=[C:16]=[S:17])[CH:9]=1)#[N:2]. Reported procedure: Reaction of 5-cyano-2-morpholinoaniline (2 g) with thiophosgene (1.15 ml) in dioxan (2 ml) and water (25 ml) at 0° C. for 30 minutes and then at room temperature for 2 hours yielded a residue which was extracted with dichloromethane to give 5-cyano-2-morpholinophenyl isothiocyanate as an oil. Reactants: CCOC(=O)C(Nc1ccc(C#N)cc1)c1cc(O)cc(CC)c1, CC(=O)[O-], CC(=O)[O-], ClCCl, [Cu+2], OB(O)c1ccccc1, c1ccncc1. Product: CCOC(=O)C(Nc1ccc(C#N)cc1)c1cc(CC)cc(Oc2ccccc2)c1. As a reaction SMILES: [C:10](#[N:11])[c:12]1[cH:13][cH:14][c:15]([NH:18][CH:19]([C:20](=[O:21])[O:22][CH2:23][CH3:24])[c:25]2[cH:26][c:27]([CH2:32][CH3:33])[cH:28][c:29]([OH:31])[cH:30]2)[cH:16][cH:17]1.[C:43]([O-:44])(=[O:45])[CH3:46].[C:48]([O-:49])(=[O:50])[CH3:51].[Cl:40][CH2:41][Cl:42].[Cu+2:47].[OH:1][B:2]([OH:3])[c:4]1[cH:5][cH:6][cH:7][cH:8][cH:9]1.[cH:34]1[cH:35][cH:36][n:37][cH:38][cH:39]1>>[c:4]1([O:31][c:29]2[cH:28][c:27]([CH2:32][CH3:33])[cH:26][c:25]([CH:19]([NH:18][c:15]3[cH:14][cH:13][c:12]([C:10]#[N:11])[cH:17][cH:16]3)[C:20](=[O:21])[O:22][CH2:23][CH3:24])[cH:30]2)[cH:5][cH:6][cH:7][cH:8][cH:9]1. Reactants: CC(C)([O-])C.[K+] (potassium t-butoxide), C1C=CC2=CC=CC=C12 (indene), C(C=C)(=O)OCCCC (n-butyl acrylate). Conditions: time 1 hour. Product: C1C=C(C2=CC=CC=C12)CCC(=O)OCCCC (n-Butyl 3-(3-indenyl)propionate). As a reaction SMILES: CC(C)([O-])C.[K+].[CH2:7]1[C:15]2[C:10](=[CH:11][CH:12]=[CH:13][CH:14]=2)[CH:9]=[CH:8]1.[C:16]([O:20][CH2:21][CH2:22][CH2:23][CH3:24])(=[O:19])[CH:17]=[CH2:18]>>[CH2:7]1[C:15]2[C:10](=[CH:11][CH:12]=[CH:13][CH:14]=2)[C:9]([CH2:18][CH2:17][C:16]([O:20][CH2:21][CH2:22][CH2:23][CH3:24])=[O:19])=[CH:8]1 |f:0.1|. Procedure: To a mixture of 4-5 g. of solid potassium t-butoxide in 464 g. (4.0 mole) of indene heated to 120° is added dropwise over 11/2 hours 256 g. (2.0 mole) of n-butyl acrylate at 100°-120°. After 1 hour longer at 120°-150°, the mixture is cooled, treated with 25 ml. acetic acid and filtered. Distillation affords 256 g. (57%) of product collected at 143°-160° (2 mm. torr.). Reactants: BrC=1C(=NC(=CC1C)OC)C (3-bromo-6-methoxy-2,4-dimethylpyridine), C(C1=CC=CC=C1)(=O)OOC(C1=CC=CC=C1)=O (benzoyl peroxide), Example 22, C1CC(=O)N(C1=O)Br (NBS). Solvent: C(Cl)(Cl)(Cl)Cl (carbon tetrachloride). The product is BrC=1C(=NC(=CC1C)OC)CBr (3-bromo-2-(bromomethyl)-6-methoxy-4-methylpyridine). Reaction SMILES: [Br:1][C:2]1[C:3]([CH3:11])=[N:4][C:5]([O:9][CH3:10])=[CH:6][C:7]=1[CH3:8].C1C(=O)N([Br:19])C(=O)C1.C(OOC(=O)C1C=CC=CC=1)(=O)C1C=CC=CC=1>C(Cl)(Cl)(Cl)Cl>[Br:1][C:2]1[C:3]([CH2:11][Br:19])=[N:4][C:5]([O:9][CH3:10])=[CH:6][C:7]=1[CH3:8]. Procedure details: A mixture of 3-bromo-6-methoxy-2,4-dimethylpyridine obtained in Preparation Example 22 (200 mg), NBS (165 mg) and benzoyl peroxide (6.73 mg) was heated under reflux in a carbon tetrachloride solvent (4 mL) for two hours. The reaction mixture was cooled to room temperature and then filtered. The resulting filtrate was concentrated under reduced pressure, and the residue was purified by silica gel column chromatography (ethyl acetate/n-heptane, 0% to 5%) to give the title compound (126 mg). The reactants are C(C)NS(=O)(=O)Cl (N-ethyl-sulfamoyl chloride), Cl (hydrochloric acid), CC(=CC(=C)O[Si](C)(C)C)O[Si](C)(C)C (1-methyl-1,3-bis(trimethylsiloxy)-1,3-butadiene), triethylamide. The solvent is O1CCCC1 (tetrahydrofuran), O1CCCC1 (tetrahydrofuran). Run at time 2 hour. Product: C(C)N1S(CC(C=C1C)=O)(=O)=O (2-ethyl-3-methyl-1,2-thiazin-5-(6H)-one 1,1-dioxide). Isolated yield 72.8%. As a reaction SMILES: [CH3:1][C:2](O[Si](C)(C)C)=[CH:3][C:4]([O:6][Si](C)(C)C)=[CH2:5].[CH2:16]([NH:18][S:19](Cl)(=[O:21])=[O:20])[CH3:17].Cl>O1CCCC1>[CH2:16]([N:18]1[C:2]([CH3:1])=[CH:3][C:4](=[O:5])[CH2:6][S:19]1(=[O:21])=[O:20])[CH3:17]. Procedure: A solution, cooled to -75°, of 24.5 g of 1-methyl-1,3-bis(trimethylsiloxy)-1,3-butadiene and 10.1 g of triethylamide in 100 ml of dry tetrahydrofuran was treated dropwise at -80° to -70° under argon with a solution of 14.4 g of N-ethyl-sulfamoyl chloride in 50 ml of dry tetrahydrofuran and the mixture was subsequently stirred at the same temperature for 2 hours. The temperature was then allowed to rise to room temperature, the mixture was stirred for 1 hour, acidified at 15°-20° with 110 ml of 2... Reactants: CCOC(=O)c1cc(-c2ccc(F)cc2)cc(C)n1, CCCCCC, C[Al](C)C, Nc1cccc(Cl)c1, C1COCCO1. The product is Cc1cc(-c2ccc(F)cc2)cc(C(=O)Nc2cccc(Cl)c2)n1. As a reaction SMILES: [CH2:13]([O:15][C:16](=[O:14])[c:18]1[n:19][c:20]([CH3:31])[cH:21][c:22](-[c:24]2[cH:25][cH:26][c:27]([F:30])[cH:28][cH:29]2)[cH:23]1)[CH3:17].[CH3:38][CH2:39][CH2:40][CH2:41][CH2:42][CH3:43].[CH3:9][Al:10]([CH3:11])[CH3:12].[Cl:1][c:2]1[cH:3][c:4]([NH2:5])[cH:6][cH:7][cH:8]1.[O:32]1[CH2:33][CH2:34][O:35][CH2:36][CH2:37]1>>[Cl:1][c:2]1[cH:3][c:4]([NH:5][C:16](=[O:15])[c:18]2[n:19][c:20]([CH3:31])[cH:21][c:22](-[c:24]3[cH:25][cH:26][c:27]([F:30])[cH:28][cH:29]3)[cH:23]2)[cH:6][cH:7][cH:8]1. Starting materials: solution, Cl (HCl), C(=O)(O)CCCCN(CCC1=C(C=CC=C1)OCC1=C(C=C(C=C1)C1=CC=C(C=C1)C(F)(F)F)F)CC1=CC=C(C(=O)O)C=C1 (4-{[(4-carboxybutyl)(2-{2-[(3-fluoro-4′-trifluoromethyl-1,1′-biphenyl4-yl)methoxy]phenyl}ethyl)amino]methyl}benzoic acid). The solvent is O1CCOCC1 (dioxane), O1CCOCC1 (dioxane). Product: Cl.C(=O)(O)CCCCN(CCC1=C(C=CC=C1)OCC1=C(C=C(C=C1)C1=CC=C(C=C1)C(F)(F)F)F)CC1=CC=C(C(=O)O)C=C1 (4-{[(4-carboxybutyl)(2-{2-[(3-fluoro-4′-trifluoromethyl-1,1′-biphenyl-4-yl)methoxy]phenyl}ethyl)amino]methyl}benzoic acid hydrochloride). Reaction SMILES: [ClH:1].[C:2]([CH2:5][CH2:6][CH2:7][CH2:8][N:9]([CH2:37][C:38]1[CH:46]=[CH:45][C:41]([C:42]([OH:44])=[O:43])=[CH:40][CH:39]=1)[CH2:10][CH2:11][C:12]1[CH:17]=[CH:16][CH:15]=[CH:14][C:13]=1[O:18][CH2:19][C:20]1[CH:25]=[CH:24][C:23]([C:26]2[CH:31]=[CH:30][C:29]([C:32]([F:35])([F:34])[F:33])=[CH:28][CH:27]=2)=[CH:22][C:21]=1[F:36])([OH:4])=[O:3]>O1CCOCC1>[ClH:1].[C:2]([CH2:5][CH2:6][CH2:7][CH2:8][N:9]([CH2:37][C:38]1[CH:46]=[CH:45][C:41]([C:42]([OH:44])=[O:43])=[CH:40][CH:39]=1)[CH2:10][CH2:11][C:12]1[CH:17]=[CH:16][CH:15]=[CH:14][C:13]=1[O:18][CH2:19][C:20]1[CH:25]=[CH:24][C:23]([C:26]2[CH:31]=[CH:30][C:29]([C:32]([F:34])([F:35])[F:33])=[CH:28][CH:27]=2)=[CH:22][C:21]=1[F:36])([OH:4])=[O:3] |f:3.4|. Reported procedure: 0.5 ml (2 mmol) of a 4-molar solution of HCl in dioxane is added to a solution of 220 mg of 4-{[(4-carboxybutyl)(2-{2-[(3-fluoro-4′-trifluoromethyl-1,1′-biphenyl4-yl)methoxy]phenyl}ethyl)amino]methyl}benzoic acid from Ex. 3 in 0.2 ml of dioxane, and the mixture is stirred at 60° C. for 1 h. The mixture is then concentrated by evaporation and the resulting colorless oil is triturated repeatedly with diethyl ether. The resulting crystals are filtered and dried.